From a dataset of the Open Reaction Database (ORD), a public repository of structured organic reaction records. describe an organic reaction: reactants, conditions, products, and yield Starting materials: BrN1C(CCC1=O)=O (N-bromosuccinimide), ClC1=NC=CC=C1C1=CC(=C2CCCCN12)C#N (3-(2-chloro-3-pyridyl)-5,6,7,8-tetrahydroindolizine-1-carbonitrile). Run in ClCCCl (1,2-dichloroethane). The product is BrC=1C(=C2CCCCN2C1C=1C=NC=CC1)C#N (2-bromo-3-(3-pyridyl)-5,6,7,8-tetrahydroindolizine-1-carbonitrile). Isolated yield 68.0%. As a reaction SMILES: [Br:1]N1C(=O)CCC1=O.Cl[C:10]1[C:15]([C:16]2[N:24]3[C:19]([CH2:20][CH2:21][CH2:22][CH2:23]3)=[C:18]([C:25]#[N:26])[CH:17]=2)=[CH:14][CH:13]=[CH:12][N:11]=1>ClCCCl>[Br:1][C:17]1[C:18]([C:25]#[N:26])=[C:19]2[N:24]([C:16]=1[C:15]1[CH:10]=[N:11][CH:12]=[CH:13][CH:14]=1)[CH2:23][CH2:22][CH2:21][CH2:20]2. Procedure details: 2.42 g of N-bromosuccinimide are added with stirring to a solution of 3.5 g of 3-(2-chloro-3-pyridyl)-5,6,7,8-tetrahydroindolizine-1-carbonitrile in 50 cm3 of 1,2-dichloroethane. The mixture is refluxed for 20 hours. After cooling, the reaction mixture is concentrated at reduced pressure (2.7 kPa) at a temperature close to 60° C. The residue is taken up with 100 cm3 of ethyl acetate and washed 3 times with 70 cm3 of an aqueous solution of sodium bicarbonate at a concentration of 5%. The organic ...